This data is from the Open Reaction Database (ORD), a public repository of structured organic reaction records. The task is: describe an organic reaction: reactants, conditions, products, and yield The reactants are CC(C)(C)O, O=C(O)c1ccc(Cl)nc1Cl, NCc1ccccn1. Product: O=C(O)c1ccc(Cl)nc1NCc1ccccn1. Reaction SMILES: [CH3:20][C:21]([OH:22])([CH3:23])[CH3:24].[Cl:1][c:2]1[c:3]([C:4](=[O:5])[OH:6])[cH:7][cH:8][c:9]([Cl:11])[n:10]1.[NH2:12][CH2:13][c:14]1[n:15][cH:16][cH:17][cH:18][cH:19]1>>[c:2]1([NH:12][CH2:13][c:14]2[n:15][cH:16][cH:17][cH:18][cH:19]2)[c:3]([C:4](=[O:5])[OH:6])[cH:7][cH:8][c:9]([Cl:11])[n:10]1.